This data is from the Open Reaction Database (ORD), a public repository of structured organic reaction records. The task is: describe an organic reaction: reactants, conditions, products, and yield The product is NC(=O)OCC.NC(=O)N (urethane urea). Reaction SMILES: CC([NH:4]P([O:9][C:10]1[CH:15]=CC(Cl)=CC=1Cl)(OC)=S)C.[OH-].[Na+].CC(=O)OCC.CC[N:28]([C:31](C1C=CC=C(C)C=1)=[O:32])CC>O>[NH2:28][C:31]([O:9][CH2:10][CH3:15])=[O:32].[NH2:28][C:31]([NH2:4])=[O:32] |f:1.2,6.7|. Solvent: O (water), O (water). Reactants: [OH-].[Na+] (NaOH), CC(OCC)=O (EA), CCN(CC)C(=O)C1=CC(=CC=C1)C (DETA), CC(C)NP(=S)(OC)OC1=C(C=C(C=C1)Cl)Cl (DMPA). Run at time 15 minute. Reported procedure: 286.2 g of Rucoflex XS-5570-55, 675.0 g of Rucoflex S-1011-35 and 20.1 g of DMPA are reacted with 132.3 g of HDI at 80° C. for 2 hours to prepare a prepolymer. The prepolymer is then dispersed in a solution of 8.4 g of NaOH and 4.8 g of EA in 1961.0 g of water. After 15 minutes, a solution of 4.7 g of EDA and 5.4 g of DETA in 150.0 g of water is added to form an aqueous poly(urethane/urea) dispersion. A finely divided dispersion having a solids content of 35.1% and a pH of 7.2 is obtained.